From a dataset of the Open Reaction Database (ORD), a public repository of structured organic reaction records. describe an organic reaction: reactants, conditions, products, and yield Reactants: N1=CC(=CC=C1)CC=1C(NC(NC1)=S)=O (5-(3-pyridylmethyl)-2-thiouracil), CI (methyl iodide), [OH-].[Na+] (sodium hydroxide), C(C)(=O)O (acetic acid). Procedure: A solution of 5-(3-pyridylmethyl)-2-thiouracil (11.0 g), methyl iodide (7.1 g) and sodium hydroxide (4.2 g) in water (150 ml) and ethanol (150 ml) was stirred at 65° for 40 minutes, allowed to cool and acetic acid was added to pH5. The solution was partially evaporated, cooled and filtered to give 5-(3-pyridylmethyl)-2-methylthio-4-pyrimidone, m.p. 247°-9° (ex. ethanol-acetic acid). Run in O (water), C(C)O (ethanol). Reaction SMILES: [N:1]1[CH:6]=[CH:5][CH:4]=[C:3]([CH2:7][C:8]2[C:9](=[O:15])[NH:10][C:11](=[S:14])[NH:12][CH:13]=2)[CH:2]=1.CI.[OH-].[Na+].[C:20](O)(=O)C>O.C(O)C>[N:1]1[CH:6]=[CH:5][CH:4]=[C:3]([CH2:7][C:8]2[C:9](=[O:15])[NH:10][C:11]([S:14][CH3:20])=[N:12][CH:13]=2)[CH:2]=1 |f:2.3|. Product: N1=CC(=CC=C1)CC=1C(NC(=NC1)SC)=O (5-(3-pyridylmethyl)-2-methylthio-4-pyrimidone).